Dataset: the Open Reaction Database (ORD), a public repository of structured organic reaction records. Task: describe an organic reaction: reactants, conditions, products, and yield The reactants are C=CCOC(=O)c1ccc(SCC(NC(=O)OC(C)(C)C)C(=O)OC)c(N)c1, [Na+], [OH-]. As a reaction SMILES: [CH3:1][O:2][C:3]([CH:4]([NH:5][C:6](=[O:7])[O:8][C:9]([CH3:10])([CH3:11])[CH3:12])[CH2:13][S:14][c:15]1[c:16]([NH2:27])[cH:17][c:18]([C:21](=[O:22])[O:23][CH2:24][CH:25]=[CH2:26])[cH:19][cH:20]1)=[O:28].[Na+:30].[OH-:29]>>[O:2]=[C:3]([CH:4]([NH:5][C:6](=[O:7])[O:8][C:9]([CH3:10])([CH3:11])[CH3:12])[CH2:13][S:14][c:15]1[c:16]([NH2:27])[cH:17][c:18]([C:21](=[O:22])[O:23][CH2:24][CH:25]=[CH2:26])[cH:19][cH:20]1)[OH:28]. The product is C=CCOC(=O)c1ccc(SCC(NC(=O)OC(C)(C)C)C(=O)O)c(N)c1. Reaction SMILES: [CH2:19]([Cl:20])[Cl:21].[CH3:1][c:2]1[c:3]([N:12]=[C:13]=[S:14])[c:4]([CH3:11])[cH:5][c:6]2[n:7][cH:8][nH:9][c:10]12.[CH3:22][OH:23].[NH2:15][CH2:16][CH2:17][NH2:18]>>[CH3:1][c:2]1[c:3]([NH:12][N:15]2[CH2:16][CH2:17][N:18]=[CH:19]2)[c:4]([CH3:11])[cH:5][c:6]2[n:7][cH:8][nH:9][c:10]12. Reactants: ClCCl, Cc1cc2nc[nH]c2c(C)c1N=C=S, CO, NCCN. The product is Cc1cc2nc[nH]c2c(C)c1NN1C=NCC1. The reactants are C(C)OC([C@H](CC1=CC=C(C=C1)C#CCCl)OC)=O ((2S)-3-[4-(3-Chloro-prop-1-ynyl)-phenyl]-2-methoxy-propionic acid ethyl ester), C1(=CC=CC=C1)C1=COC2=C1C=CC(=C2)O (3-phenyl-6-hydroxybenzofurane), [Na+].[I-] (NaI). Run in CN(C)C=O (DMF). Run at time 8 hour. The product is CO[C@H](C(=O)O)CC1=CC=C(C=C1)C#CCOC1=CC2=C(C(=CO2)C2=CC=CC=C2)C=C1 ((2S)-2-Methoxy-3-{4-[3-(3-phenyl-benzofuran-6-yloxy)-prop-1-ynyl]-phenyl}-propionic acid). Reaction SMILES: C([O:3][C:4](=[O:19])[C@@H:5]([O:17][CH3:18])[CH2:6][C:7]1[CH:12]=[CH:11][C:10]([C:13]#[C:14][CH2:15]Cl)=[CH:9][CH:8]=1)C.[C:20]1([C:26]2[C:30]3[CH:31]=[CH:32][C:33]([OH:35])=[CH:34][C:29]=3[O:28][CH:27]=2)[CH:25]=[CH:24][CH:23]=[CH:22][CH:21]=1.[Na+].[I-]>CN(C=O)C>[CH3:18][O:17][C@@H:5]([CH2:6][C:7]1[CH:8]=[CH:9][C:10]([C:13]#[C:14][CH2:15][O:35][C:33]2[CH:32]=[CH:31][C:30]3[C:26]([C:20]4[CH:25]=[CH:24][CH:23]=[CH:22][CH:21]=4)=[CH:27][O:28][C:29]=3[CH:34]=2)=[CH:11][CH:12]=1)[C:4]([OH:3])=[O:19] |f:2.3|. Procedure: A solution of (2S)-3-[4-(3-Chloro-prop-1-ynyl)-phenyl]-2-methoxy-propionic acid ethyl ester from Step A (0.071 mmol, 1 eq) in 0.7 ml of DMF in a 16×100 mm tube treated with 3-phenyl-6-hydroxybenzofurane (0.078 mmol, 1.1 eq) Cesium Carbonate (0.213 mmol 3 eq) and NaI (0.071 mmol, 1 eq) and stirred at room temperature overnight. The reactants were filtered and washed with DMF several times. The solvent was evaporated under vacuo and the residue reconstituted in a mixture of Ethanol (2 ml) and NaOH... Reactants: C(C)(C)(C)OC(=O)NCCCN(CCCCCCCCN(CCCNC(=O)OC(C)(C)C)C(=O)OC(C)(C)C)C(=O)OC(C)(C)C (1,5,14,18-Tetra(t-butoxycarbonyl)-1,5,14,18-tetraazaoctadecane), C1=CC=C(C=C1)CBr (BnBr). Solvent: CN(C)C=O (DMF). Run at time 18 hour. Product: C1(=CC=CC=C1)CN(CCCN(CCCCCCCCN(CCCN(C(=O)OC(C)(C)C)CC1=CC=CC=C1)C(=O)OC(C)(C)C)C(=O)OC(C)(C)C)C(=O)OC(C)(C)C (1,18,-Bis[(phenyl)methyl]-1,5,14,18-tetra(t-butoxycarbonyl)-1,5,14,18-tetraazaoctadecane). Yield: 49.3%. RXN SMILES: [C:1]([O:5][C:6]([NH:8][CH2:9][CH2:10][CH2:11][N:12]([C:40]([O:42][C:43]([CH3:46])([CH3:45])[CH3:44])=[O:41])[CH2:13][CH2:14][CH2:15][CH2:16][CH2:17][CH2:18][CH2:19][CH2:20][N:21]([C:33]([O:35][C:36]([CH3:39])([CH3:38])[CH3:37])=[O:34])[CH2:22][CH2:23][CH2:24][NH:25][C:26]([O:28][C:29]([CH3:32])([CH3:31])[CH3:30])=[O:27])=[O:7])([CH3:4])([CH3:3])[CH3:2].[CH:47]1[CH:52]=[CH:51][C:50]([CH2:53]Br)=[CH:49][CH:48]=1>CN(C=O)C>[C:50]1([CH2:53][N:25]([C:26]([O:28][C:29]([CH3:30])([CH3:31])[CH3:32])=[O:27])[CH2:24][CH2:23][CH2:22][N:21]([C:33]([O:35][C:36]([CH3:39])([CH3:38])[CH3:37])=[O:34])[CH2:20][CH2:19][CH2:18][CH2:17][CH2:16][CH2:15][CH2:14][CH2:13][N:12]([C:40]([O:42][C:43]([CH3:46])([CH3:45])[CH3:44])=[O:41])[CH2:11][CH2:10][CH2:9][N:8]([CH2:53][C:50]2[CH:51]=[CH:52][CH:47]=[CH:48][CH:49]=2)[C:6]([O:5][C:1]([CH3:2])([CH3:3])[CH3:4])=[O:7])[CH:51]=[CH:52][CH:47]=[CH:48][CH:49]=1. Procedure: Dissolve 20.0 gm (0.03 mol) of the product from Step C in 30 ml DMF and treat with 7.5 gm (0.067 mol) KtBuO and 7.96 ml (0.067 mol) BnBr, with stirring for 18 hours. Evaporate the volatiles (0.5 mm and 45° C.) and take up the resulting residue in 1400 ml of EtOAc and water-wash (2×, 500 ml). The organic layer is then dried (MgSO4) and the solvent is evaporated (in vacuo). Flash chromatography on silica gel eluted with 20% EtOAc/hexane yields 12.4 gm (50%) of desired product as a clear viscous oi... Yields the product O=C(Cl)c1ccc(OCc2ccccc2)cc1. The reactants are O=C(O)c1ccc(OCc2ccccc2)cc1, [Cl-], O=S(Cl)Cl. Reaction SMILES: [C:1](=[O:2])([OH:3])[c:4]1[cH:5][cH:6][c:7]([O:8][CH2:9][c:10]2[cH:11][cH:12][cH:13][cH:14][cH:15]2)[cH:16][cH:17]1.[Cl-:18].[S:19]([Cl:20])([Cl:21])=[O:22]>>[C:1](=[O:2])([c:4]1[cH:5][cH:6][c:7]([O:8][CH2:9][c:10]2[cH:11][cH:12][cH:13][cH:14][cH:15]2)[cH:16][cH:17]1)[Cl:21]. Starting materials: CC(C)(C)OC(=O)N1CCC(COC(C(=O)O)c2cc(Cl)cc3cn(COCC[Si](C)(C)C)nc23)(c2ccc(F)cc2)CC1, CO, COC(=O)C(OCC1(c2ccc(F)cc2)CCN(C(=O)OC(C)(C)C)CC1)c1cc(Cl)cc2cn[nH]c12, ClCCl. The product is CC(C)(C)OC(=O)N1CCC(COC(C(=O)O)c2cc(Cl)cc3cn[nH]c23)(c2ccc(F)cc2)CC1. As a reaction SMILES: [C:38]([O:39][C:40]([N:41]1[CH2:42][CH2:43][C:44]([CH2:45][O:46][CH:47]([c:48]2[c:49]3[c:50]([cH:51][n:52]([CH2:53][O:54][CH2:55][CH2:56][Si:57]([CH3:58])([CH3:59])[CH3:60])[n:61]3)[cH:62][c:63]([Cl:64])[cH:65]2)[C:66]([OH:67])=[O:68])([c:69]2[cH:70][cH:71][c:72]([F:73])[cH:74][cH:75]2)[CH2:76][CH2:77]1)=[O:78])([CH3:79])([CH3:80])[CH3:81].[CH3:82][OH:83].[Cl:1][c:2]1[cH:3][c:4]2[cH:5][n:6][nH:7][c:8]2[c:9]([CH:11]([C:12](=[O:13])[O:14][CH3:15])[O:16][CH2:17][C:18]2([c:31]3[cH:32][cH:33][c:34]([F:37])[cH:35][cH:36]3)[CH2:19][CH2:20][N:21]([C:24](=[O:25])[O:26][C:27]([CH3:28])([CH3:29])[CH3:30])[CH2:22][CH2:23]2)[cH:10]1.[Cl:84][CH2:85][Cl:86]>>[Cl:1][c:2]1[cH:3][c:4]2[cH:5][n:6][nH:7][c:8]2[c:9]([CH:11]([C:12](=[O:13])[OH:14])[O:16][CH2:17][C:18]2([c:31]3[cH:32][cH:33][c:34]([F:37])[cH:35][cH:36]3)[CH2:19][CH2:20][N:21]([C:24](=[O:25])[O:26][C:27]([CH3:28])([CH3:29])[CH3:30])[CH2:22][CH2:23]2)[cH:10]1.